From a dataset of the Open Reaction Database (ORD), a public repository of structured organic reaction records. describe an organic reaction: reactants, conditions, products, and yield Reactants: C[N+]1([O-])CCOCC1, COC(=O)C=Cc1ccc(OC)cc1, CC(C)(C)O, CCOC(C)=O, O. Yields the product COC(=O)C(O)C(O)c1ccc(OC)cc1. Reaction SMILES: [CH3:15][N+:16]1([O-:17])[CH2:18][CH2:20][O:19][CH2:21][CH2:22]1.[CH3:1][O:2][c:3]1[cH:4][cH:5][c:6]([CH:9]=[CH:10][C:11](=[O:12])[O:13][CH3:14])[cH:7][cH:8]1.[CH3:23][C:24]([OH:25])([CH3:26])[CH3:27].[CH3:29][CH2:30][O:31][C:32](=[O:33])[CH3:34].[OH2:28]>>[CH3:1][O:2][c:3]1[cH:4][cH:5][c:6]([CH:9]([CH:10]([C:11](=[O:12])[O:13][CH3:14])[OH:28])[OH:19])[cH:7][cH:8]1. RXN SMILES: [CH2:1]([N:5]([C:17]1[N:22]=[C:21]([N:23]([CH:28]2[CH2:33][C:32]([CH3:35])([CH3:34])[N:31]([OH:36])[C:30]([CH3:38])([CH3:37])[CH2:29]2)[CH2:24][CH2:25][CH2:26][CH3:27])[N:20]=[C:19]([N:39]([CH2:48][CH:49]([CH2:54][CH3:55])[CH2:50][CH2:51][CH2:52][CH3:53])[CH2:40][CH:41]([CH2:46][CH3:47])[CH2:42][CH2:43][CH2:44][CH3:45])[N:18]=1)[CH:6]1[CH2:11][C:10]([CH3:13])([CH3:12])[N:9]([OH:14])[C:8]([CH3:16])([CH3:15])[CH2:7]1)[CH2:2][CH2:3][CH3:4].N(O[C:59]([CH3:62])([CH3:61])C)=O.[Br:63][C:64]1[CH:70]=[C:69]([Br:71])[CH:68]=[CH:67][C:65]=1N>N1C=CC=CC=1>[CH2:24]([N:23]([C:21]1[N:22]=[C:17]([N:5]([CH:6]2[CH2:11][C:10]([CH3:13])([CH3:12])[N:9]([O:14][C:61]3[CH:59]=[CH:62][C:64]([Br:63])=[CH:70][C:69]=3[Br:71])[C:8]([CH3:15])([CH3:16])[CH2:7]2)[CH2:1][CH2:2][CH2:3][CH3:4])[N:18]=[C:19]([N:39]([CH2:48][CH:49]([CH2:54][CH3:55])[CH2:50][CH2:51][CH2:52][CH3:53])[CH2:40][CH:41]([CH2:46][CH3:47])[CH2:42][CH2:43][CH2:44][CH3:45])[N:20]=1)[CH:28]1[CH2:29][C:30]([CH3:37])([CH3:38])[N:31]([O:36][C:68]2[CH:67]=[CH:65][C:64]([Br:63])=[CH:70][C:69]=2[Br:71])[C:32]([CH3:34])([CH3:35])[CH2:33]1)[CH2:25][CH2:26][CH3:27]. Reactants: C(CCC)N(C1CC(N(C(C1)(C)C)O)(C)C)C1=NC(=NC(=N1)N(CCCC)C1CC(N(C(C1)(C)C)O)(C)C)N(CC(CCCC)CC)CC(CCCC)CC (2,4-bis[N-butyl-N-(1-oxyl-2,2,6,6-tetramethylpiperidin-4-yl)amino]-6-[N,N-bis(2-ethylhexyl)amino]-s-triazine), N(=O)OC(C)(C)C (tert-butyl nitrite), BrC1=C(N)C=CC(=C1)Br (2,4-dibromoaniline). Yields the product C(CCC)N(C1CC(N(C(C1)(C)C)OC1=C(C=C(C=C1)Br)Br)(C)C)C1=NC(=NC(=N1)N(CCCC)C1CC(N(C(C1)(C)C)OC1=C(C=C(C=C1)Br)Br)(C)C)N(CC(CCCC)CC)CC(CCCC)CC (2,4-Bis{N-butyl-N-[1-(2,4-dibromophenoxy)-2,2,6,6-tetra-methylpiperidin-4-yl]amino}-6-[N,N-bis(2-ethylhexyl)amino]-s-triazine). Procedure: The procedure of Example 1 is repeated using 10 g (13 mmol) of 2,4-bis[N-butyl-N-(1-oxyl-2,2,6,6-tetramethylpiperidin-4-yl)amino]-6-[N,N-bis(2-ethylhexyl)amino]-s-triazine, 6.18 g (60 mmol) of tert-butyl nitrite, 7.8 mg (0.013 mmol) of (S,S)-(+)-N,N-bis(3,5-di-tert-butylsalicylidene)-1,2-cyclohexanediaminocobalt(II), 140 mL of pyridine and 13.05 g (52 mmol) of 2,4-dibromoaniline at 85° C. The crude product obtained is purified by vacuum flash chromatography (2% ethyl acetate/heptane) to give 7 g... Isolated yield 43.4%. Solvent: N1=CC=CC=C1 (pyridine).